This data is from the Open Reaction Database (ORD), a public repository of structured organic reaction records. The task is: describe an organic reaction: reactants, conditions, products, and yield The reactants are BrC1=CC(=CC=2NC(=NC21)N2CCN(CC2)C2=NC=CC=C2C(F)(F)F)C(F)(F)F (4-Bromo-6-trifluoromethyl-2-[4-(3-trifluoromethylpyridin-2-yl)piperazin-1-yl]-1H-benzoimidazole), C(C)(C)(C)C1CC=C(CC1)B1OC(C(O1)(C)C)(C)C (2-(4-tert-Butyl-cyclohex-1-enyl)-4,4,5,5-tetramethyl-[1,3,2]dioxaborolane). Product: C(C)(C)(C)C1CC=C(CC1)C1=CC(=CC=2NC(=NC21)N2CCN(CC2)C2=NC=CC=C2C(F)(F)F)C(F)(F)F (4-(4-tert-Butyl-cyclohex-1-enyl)-6-trifluoromethyl-2-[4-(3-trifluoromethyl-pyridin-2-yl)-piperazin-1-yl]-1H-benzoimidazole). As a reaction SMILES: Br[C:2]1[C:10]2[N:9]=[C:8]([N:11]3[CH2:16][CH2:15][N:14]([C:17]4[C:22]([C:23]([F:26])([F:25])[F:24])=[CH:21][CH:20]=[CH:19][N:18]=4)[CH2:13][CH2:12]3)[NH:7][C:6]=2[CH:5]=[C:4]([C:27]([F:30])([F:29])[F:28])[CH:3]=1.[C:31]([CH:35]1[CH2:40][CH2:39][C:38](B2OC(C)(C)C(C)(C)O2)=[CH:37][CH2:36]1)([CH3:34])([CH3:33])[CH3:32]>>[C:31]([CH:35]1[CH2:40][CH2:39][C:38]([C:2]2[C:10]3[N:9]=[C:8]([N:11]4[CH2:12][CH2:13][N:14]([C:17]5[C:22]([C:23]([F:26])([F:25])[F:24])=[CH:21][CH:20]=[CH:19][N:18]=5)[CH2:15][CH2:16]4)[NH:7][C:6]=3[CH:5]=[C:4]([C:27]([F:29])([F:30])[F:28])[CH:3]=2)=[CH:37][CH2:36]1)([CH3:32])([CH3:33])[CH3:34]. Procedure details: 4-Bromo-6-trifluoromethyl-2-[4-(3-trifluoromethyl-pyridin-2-yl)-piperazin-1-yl]-1H-benzoimidazole (250 mg, 0.5 mmol, Example 7) and 2-(4-tert-butyl-cyclohex-1-enyl)-4,4,5,5-tetramethyl-[1,3,2]dioxaborolane from step (b) above (200 mg, 0.76 mmol) reacted under the conditions of Example 10 to give the title compound as a white solid. MS (ESI, pos. ion) m/z: 552 (M+1). M.p. 96-97.7° C. Starting materials: FC1=C2C=C(NC2=CC=C1OC1=CC=NC2=CC(=C(C=C12)OC)OCC1(CC1)C(=O)N(C)C)C (1-((4-(4-Fluoro-2-methyl-1H-indol-5-yloxy)-6-methoxyquinolin-7-yloxy)methyl)-N,N-dimethyl-cyclopropanecarboxamide), [H-].[H-].[H-].[H-].[Li+].[Al+3] (LAH). The solvent is C1CCOC1 (THF). The product is FC1=C2C=C(NC2=CC=C1OC1=CC=NC2=CC(=C(C=C12)OC)OCC1(CC1)CN(C)C)C (1-(1-((4-(4-Fluoro-2-methyl-1H-indol-5-yloxy)-6-methoxyquinolin-7-yloxy)methyl)cyclo-propyl)-N,N-dimethylmethanamine). Isolated yield 64.4%. RXN SMILES: [F:1][C:2]1[C:10]([O:11][C:12]2[C:21]3[C:16](=[CH:17][C:18]([O:24][CH2:25][C:26]4([C:29]([N:31]([CH3:33])[CH3:32])=O)[CH2:28][CH2:27]4)=[C:19]([O:22][CH3:23])[CH:20]=3)[N:15]=[CH:14][CH:13]=2)=[CH:9][CH:8]=[C:7]2[C:3]=1[CH:4]=[C:5]([CH3:34])[NH:6]2.[H-].[H-].[H-].[H-].[Li+].[Al+3]>C1COCC1>[F:1][C:2]1[C:10]([O:11][C:12]2[C:21]3[C:16](=[CH:17][C:18]([O:24][CH2:25][C:26]4([CH2:29][N:31]([CH3:32])[CH3:33])[CH2:27][CH2:28]4)=[C:19]([O:22][CH3:23])[CH:20]=3)[N:15]=[CH:14][CH:13]=2)=[CH:9][CH:8]=[C:7]2[C:3]=1[CH:4]=[C:5]([CH3:34])[NH:6]2 |f:1.2.3.4.5.6|. Procedure details: The product of Example 11 (80 mg) was stirred with LAH (2 eq) in THF (10 ml) at 0° C. for 10 minutes. The reaction was refluxed for 45 minutes and quenched with water. The solution was evaporated and purified with silica gel column to give the titled product (50 mg). Mass: (M+1), 450 Starting materials: ClC=1C=CC2=C(C(=NCC=3N2C(=NN3)CO)C3=CC=CC=C3)C1 (8-chloro-1-(hydroxymethyl)-6-phenyl-4H-s-triazolo[4,3-a][1,4]benzodiazepine), C(CC)(=O)OC(CC)=O (propionic anhydride). Run in O (water). Product: C(CC)(=O)O.ClC=1C=CC2=C(C(=NCC=3N2C(=NN3)CO)C3=CC=CC=C3)C1 (8-chloro-1-(hydroxymethyl)-6-phenyl-4H-s-triazolo[4,3-a][1,4]benzodiazepine propionate). RXN SMILES: [Cl:1][C:2]1[CH:3]=[CH:4][C:5]2[N:11]3[C:12]([CH2:15][OH:16])=[N:13][N:14]=[C:10]3[CH2:9][N:8]=[C:7]([C:17]3[CH:22]=[CH:21][CH:20]=[CH:19][CH:18]=3)[C:6]=2[CH:23]=1.[C:24]([O:28]C(=O)CC)(=[O:27])[CH2:25][CH3:26]>O>[C:24]([OH:28])(=[O:27])[CH2:25][CH3:26].[Cl:1][C:2]1[CH:3]=[CH:4][C:5]2[N:11]3[C:12]([CH2:15][OH:16])=[N:13][N:14]=[C:10]3[CH2:9][N:8]=[C:7]([C:17]3[CH:22]=[CH:21][CH:20]=[CH:19][CH:18]=3)[C:6]=2[CH:23]=1 |f:3.4|. Procedure details: In a manner similar to Example 12, a mixture of 8-chloro-1-(hydroxymethyl)-6-phenyl-4H-s-triazolo[4,3-a][1,4]benzodiazepine and propionic anhydride was heated on the water bath to give 8-chloro-1-(hydroxymethyl)-6-phenyl-4H-s-triazolo[4,3-a][1,4]benzodiazepine propionate (ester). The reactants are O=S(Cl)Cl (SOCl2), COC(=O)C1COCC1C#N (4-Cyano-tetrahydro furane 3-carboxylic acid methyl ester), O (water). The solvent is N1=CC=CC=C1 (pyridine). Run at time 6 hour. Product: COC(=O)C=1COCC1C#N (4-cyano-2,5-dihydro furane 3-carboxylic acid methyl ester). The yield is 90.0%. Reaction SMILES: [CH3:1][O:2][C:3]([CH:5]1[CH:9]([C:10]#[N:11])[CH2:8][O:7][CH2:6]1)=[O:4].O=S(Cl)Cl.O>N1C=CC=CC=1>[CH3:1][O:2][C:3]([C:5]1[CH2:6][O:7][CH2:8][C:9]=1[C:10]#[N:11])=[O:4]. Reported procedure: 4-Cyano-tetrahydro furane 3-carboxylic acid methyl ester was dissolved in 4.9 ml of pyridine and treated with 4.4 ml (60 mmol) of SOCl2 during 90 min under nitrogen at 4° C. The resulting solution was warmed to room temperature, stirred for 6 hours and poured into 40 ml water at 4° C. and extracted with benzene. Combined extracts were dried and concentrated in vacuo to give 90% yield of 4-cyano-2,5-dihydro furane 3-carboxylic acid methyl ester.